Dataset: the Open Reaction Database (ORD), a public repository of structured organic reaction records. Task: describe an organic reaction: reactants, conditions, products, and yield The reactants are C(C)(C)(C)OC(=O)N1CCNCC1 (1-tert-butyloxycarbonylpiperazine), O (water), C(=O)C1CC1 (formylcyclopropane), C(#N)[BH3-].[Na+] (sodium cyanoborohydride), solution. Run in C1CCOC1 (THF), C1CCOC1 (THF), C(C)(=O)O (acetic acid). Conditions: temperature 20 celsius, time 14 hour. The product is C(C)(C)(C)OC(=O)N1CCN(CC1)CC1CC1 (4-Cyclopropylmethyl piperazine-1-carboxylic acid tert-butyl ester). Isolated yield 79.7%. RXN SMILES: [C:1]([O:5][C:6]([N:8]1[CH2:13][CH2:12][NH:11][CH2:10][CH2:9]1)=[O:7])([CH3:4])([CH3:3])[CH3:2].O.[CH:15]([CH:17]1[CH2:19][CH2:18]1)=O.C([BH3-])#N.[Na+]>C1COCC1.C(O)(=O)C>[C:1]([O:5][C:6]([N:8]1[CH2:13][CH2:12][N:11]([CH2:15][CH:17]2[CH2:19][CH2:18]2)[CH2:10][CH2:9]1)=[O:7])([CH3:4])([CH3:2])[CH3:3] |f:3.4|. Procedure: To a solution of 1-tert-butyloxycarbonylpiperazine (2.24 g, 12.0 mmol) in THF (10 ml) were added water (0.15 ml), acetic acid (3.60 ml), formylcyclopropane (1.35 ml, 18.1 mmol), and sodium cyanoborohydride (18 ml of a 1M solution in THF, 18 mmol). The mixture was stirred at 20° C. for 14 hours. The mixture is concentrated under reduced pressure, and the residue is mixed with water (80 ml) and 1 N aqueous hydrochloric acid (40 ml). After washing with ethyl acetate (20 ml) the aqueous phase is mad... Starting materials: C(C)(C)(C)OC(=O)N[C@@H](C#N)COCC1=CC(=CC=C1)C1=NN=NN1CCC#N ((S)-2-t-butoxycarbonylamino-3-{3-[1-(2-cyanoethyl)-5-tetrazolyl]-benzyloxy}-propionitrile). Solvent: C(=O)O (formic acid). Yields the product N[C@@H](C#N)COCC1=CC(=CC=C1)C1=NN=NN1CCC#N ((S)-2-amino-3-{3-[1-(2-cyanoethyl)-5-tetrazolyl]-benzyloxy}-propionitrile). RXN SMILES: C(OC([NH:8][C@H:9]([CH2:12][O:13][CH2:14][C:15]1[CH:20]=[CH:19][CH:18]=[C:17]([C:21]2[N:25]([CH2:26][CH2:27][C:28]#[N:29])[N:24]=[N:23][N:22]=2)[CH:16]=1)[C:10]#[N:11])=O)(C)(C)C>C(O)=O>[NH2:8][C@H:9]([CH2:12][O:13][CH2:14][C:15]1[CH:20]=[CH:19][CH:18]=[C:17]([C:21]2[N:25]([CH2:26][CH2:27][C:28]#[N:29])[N:24]=[N:23][N:22]=2)[CH:16]=1)[C:10]#[N:11]. Procedure details: A solution of (S)-2-t-butoxycarbonylamino-3-{3-[1-(2-cyanoethyl)-5-tetrazolyl]-benzyloxy}-propionitrile (3.49 g, 8.8 mmol) in formic acid (22 mL) is stirred at room temp. for 6 h., after which time the formic acid is evaporated at 25° C. The residue is then dissolved in water (50 mL), basified with sat'd aqueous NaHCO3, and extracted with ethyl acetate (3×150 mL). The combined organic layers are then washed with water (50 mL), brine (50 mL), dried (MgSO4) and evaporated to yield (S)-2-amino-3-{3... The reactants are CC(C)(C)OC(=O)N1CCC1C(=O)O, Cl, O=[N+]([O-])c1ccccc1S(=O)(=O)Cl, [Na+], [Na+], O=C([O-])[O-], C1CCOC1, O, O=S(=O)(O)O. The product is O=C(O)C1CCN1S(=O)(=O)c1ccccc1[N+](=O)[O-]. RXN SMILES: [C:1]([O:2][C:3](=[O:4])[N:8]1[CH:9]([C:12](=[O:13])[OH:14])[CH2:10][CH2:11]1)([CH3:5])([CH3:6])[CH3:7].[ClH:20].[N+:27](=[O:28])([O-:29])[c:30]1[c:31]([S:36](=[O:37])(=[O:38])[Cl:39])[cH:32][cH:33][cH:34][cH:35]1.[Na+:21].[Na+:22].[O-:23][C:24](=[O:25])[O-:26].[O:41]1[CH2:42][CH2:43][CH2:44][CH2:45]1.[OH2:40].[S:15](=[O:16])(=[O:17])([OH:18])[OH:19]>>[N:8]1([S:36]([c:31]2[c:30]([N+:27](=[O:28])[O-:29])[cH:35][cH:34][cH:33][cH:32]2)(=[O:37])=[O:38])[CH:9]([C:12](=[O:13])[OH:14])[CH2:10][CH2:11]1. Reactants: CCCCC(CC)CNCC(CC)CCCC (2,2′-diethylhexylamine), ClCCCC(=O)Cl (4-chlorobutanoyl chloride). Yields the product ClCCCC(=O)N(CC(CCCC)CC)CC(CCCC)CC (4-chloro-N,N-bis(2-ethylhexyl)butanamide). As a reaction SMILES: [CH3:1][CH2:2][CH2:3][CH2:4][CH:5]([CH2:8][NH:9][CH2:10][CH:11]([CH2:14][CH2:15][CH2:16][CH3:17])[CH2:12][CH3:13])[CH2:6][CH3:7].[Cl:18][CH2:19][CH2:20][CH2:21][C:22](Cl)=[O:23]>>[Cl:18][CH2:19][CH2:20][CH2:21][C:22]([N:9]([CH2:8][CH:5]([CH2:6][CH3:7])[CH2:4][CH2:3][CH2:2][CH3:1])[CH2:10][CH:11]([CH2:12][CH3:13])[CH2:14][CH2:15][CH2:16][CH3:17])=[O:23]. Procedure details: Step A is conducted starting from 2,2′-diethylhexylamine and 4-chlorobutanoyl chloride and leads to 4-chloro-N,N-bis(2-ethylhexyl)butanamide (Yield: quantitative) for which the 1H and 13C NMR characterisations give: Starting materials: FC1=C(C#N)C=CC=C1 (2-Fluorobenzonitrile), N12CCCC2(CCC1)CCN (2-(1-azabicyclo[3.3.0]octan-5-yl)ethylamine), N1=CC=CC=C1 (pyridine). Solvent: O (water). The product is N12CCCC2(CCC1)CCNC1=C(C#N)C=CC=C1 (2-[2-(1-Azabicyclo[3.3.0]octan-5-yl)ethylamino]benzonitrile). Isolated yield 95.8%. Reaction SMILES: F[C:2]1[CH:9]=[CH:8][CH:7]=[CH:6][C:3]=1[C:4]#[N:5].[N:10]12[CH2:17][CH2:16][CH2:15][C:14]1([CH2:18][CH2:19][NH2:20])[CH2:13][CH2:12][CH2:11]2.N1C=CC=CC=1>O>[N:10]12[CH2:17][CH2:16][CH2:15][C:14]1([CH2:18][CH2:19][NH:20][C:2]1[CH:9]=[CH:8][CH:7]=[CH:6][C:3]=1[C:4]#[N:5])[CH2:13][CH2:12][CH2:11]2. Reported procedure: 2-Fluorobenzonitrile (1.00 g, 8.26 mmol) and 2-(1-azabicyclo[3.3.0]octan-5-yl)ethylamine (3.15 g, 20.4 mmol) were added into anhydrous pyridine (10.0 ml) to react the mixture in a sealed tube for 10.5 hours at 180° C. After addition of water subsequent to concentration in vacuo, the reaction mixture was extracted by ethyl acetate, dried over anhydrous sodium sulfate, concentrated in vacuo, and refined by column chromatography to afford the desired compound (2.02 g, 95.8%), as a colorless liquid. The reactants are aqueous solution, C(=O)C=O (glyoxal), BrC1=C(C(=C(C=C1)Br)N)N (3,6-dibromo-benzene-1,2-diamine). Solvent: CCO (EtOH). Yields the product BrC1=C2N=CC=NC2=C(C=C1)Br (5,8-Dibromo-quinoxaline). The yield is 79.5%. Reaction SMILES: [CH:1]([CH:3]=O)=O.[Br:5][C:6]1[CH:11]=[CH:10][C:9]([Br:12])=[C:8]([NH2:13])[C:7]=1[NH2:14]>CCO>[Br:5][C:6]1[CH:11]=[CH:10][C:9]([Br:12])=[C:8]2[C:7]=1[N:14]=[CH:1][CH:3]=[N:13]2. Procedure details: A 40% aqueous solution of glyoxal (8.8 M, 6.3 mL, 55.1 mmol, 1.3 equiv) was added to a suspension of 3,6-dibromo-benzene-1,2-diamine (Step 1.6) (11.3 g, 42.4 mmol) in EtOH (280 mL). The reaction mixture was heated to reflux for 3 h and allowed to cool to rt overnight. Vacuum filtration of the reaction mixture afforded 9.7 g of the title compound as a yellow solid: APCI-MS: 286.2/288.1/290.1 [M−1]−; tR=4.40 min (System 1). Reaction SMILES: O=C1C2C(=CC=CC=2)C(=O)[N:3]1[CH:12]1[CH2:16][CH2:15][CH:14]([C:17]2[C:24]([F:25])=[CH:23][C:20]([C:21]#N)=[C:19]([F:26])[CH:18]=2)[CH2:13]1.[OH2:27].S(=O)(=O)(O)[OH:29]>>[NH2:3][CH:12]1[CH2:16][CH2:15][CH:14]([C:17]2[C:24]([F:25])=[CH:23][C:20]([C:21]([OH:29])=[O:27])=[C:19]([F:26])[CH:18]=2)[CH2:13]1. Yields the product NC1CC(CC1)C1=CC(=C(C(=O)O)C=C1F)F (4-[3-(Amino)cyclopentyl]-2,5-difluorobenzoic acid). Starting materials: ice, O (water), O=C1N(C(C2=CC=CC=C12)=O)C1CC(CC1)C1=CC(=C(C#N)C=C1F)F (4-[3-(1,3-dihydro-1,3-dioxo-2H-isoindol-2-yl)cyclopentyl]-2,5-difluorobenzonitrile), S(O)(O)(=O)=O (sulfuric acid). Reaction conditions: time 2 hour. Procedure details: A solution of 35.2 g (0.1 mol) of 4-[3-(1,3-dihydro-1,3-dioxo-2H-isoindol-2-yl)cyclopentyl]-2,5-difluorobenzonitrile in 150 ml of 98% sulfuric acid was heated at 100° for 6 hours. The reaction mixture was poured onto 1.2 L of ice and water and stirred for 2 hours until the granular precipitate dispersed. The solid was removed by filtration, washed with water and the wet filter cake suspended in 200 ml of concentrated hydrochloric acid. The suspension was heated at reflux for 8 hours and evaporat... Starting materials: BrC1=CC=C2CCC(C(C2=C1)=O)=CC=1C=NC=CC1 (7-bromo-2-(3-pyridylmethylene)-1-tetralone), [H][H] (hydrogen). Reagents/catalysts: [Pd] (palladium on charcoal). Solvent: C(C)O (ethanol). Product: BrC1=CC=C2CCC(C(C2=C1)=O)CC=1C=NC=CC1 (7-Bromo-2-(3-pyridylmethyl)-1-tetralone). Isolated yield 85.8%. RXN SMILES: [Br:1][C:2]1[CH:11]=[C:10]2[C:5]([CH2:6][CH2:7][C:8](=[CH:13][C:14]3[CH:15]=[N:16][CH:17]=[CH:18][CH:19]=3)[C:9]2=[O:12])=[CH:4][CH:3]=1.[H][H]>C(O)C.[Pd]>[Br:1][C:2]1[CH:11]=[C:10]2[C:5]([CH2:6][CH2:7][CH:8]([CH2:13][C:14]3[CH:15]=[N:16][CH:17]=[CH:18][CH:19]=3)[C:9]2=[O:12])=[CH:4][CH:3]=1. Reported procedure: A solution of 7-bromo-2-(3-pyridylmethylene)-1-tetralone (13.9 g) in ethanol (150 ml) containing 5% palladium on charcoal (0.50 g) was hydrogenated at 25° and 4 atm. pressure until the theoretical quantity of hydrogen had been taken up. The catalyst was filtered off and the filtrate was evaporated. The residue was distilled to give an oil (12.0 g), b.p. 200°-240° at 1.0 mm containing ca 40% of debrominated material. The product was purified by high pressure liquid chromatography using a silica g... Reactants: CC(C)(C)N(C([O-])=O)[C@@H](C(=O)NC1=CC=C(C=C1)OC1=CC(=CC=C1)OC)C (1,1-dimethylethyl{(1R)-1-methyl-2-[(4-{[3-(methyloxy)phenyl]oxy}phenyl)amino]-2-oxoethyl}carbamate), CC(C)(C)N(C([O-])=O)[C@@H](C(=O)NC1=CC=C(C=C1)OC1=CC(=CC=C1)OC)C (1,1-dimethylethyl{(1R)-1-methyl-2-[(4-{[3-(methyloxy)phenyl]oxy}phenyl)amino]-2-oxoethyl}carbamate), C(=O)(C(F)(F)F)O (TFA). Run in ClCCl (dichloromethane). Reaction conditions: time 1 hour. Yields the product COC=1C=C(C=CC1)OC1=CC=C(C=C1)NC([C@H](N)C)=O (N1-(4-{[3-(methyloxy)phenyl]oxy}phenyl)-D-alaninamide). Isolated yield 99.0%. As a reaction SMILES: CC([N:5]([C@H:9]([CH3:28])[C:10]([NH:12][C:13]1[CH:18]=[CH:17][C:16]([O:19][C:20]2[CH:25]=[CH:24][CH:23]=[C:22]([O:26][CH3:27])[CH:21]=2)=[CH:15][CH:14]=1)=[O:11])C(=O)[O-])(C)C.C(O)(C(F)(F)F)=O>ClCCl>[CH3:27][O:26][C:22]1[CH:21]=[C:20]([O:19][C:16]2[CH:17]=[CH:18][C:13]([NH:12][C:10](=[O:11])[C@@H:9]([CH3:28])[NH2:5])=[CH:14][CH:15]=2)[CH:25]=[CH:24][CH:23]=1. Reported procedure: To a solution of 1,1-dimethylethyl{(1R)-1-methyl-2-[(4-{[3-(methyloxy)phenyl]oxy}phenyl)amino]-2-oxoethyl}carbamate (Intermediate 1, 435 mg) in dry dichloromethane (6 mL), TFA (2 mL, 26.0 mmol) was added and the reaction mixture was stirred for 1 hour at room temperature. The solvent and the excess of TFA were evaporated and the residue was purified by SCX cartridge to afford the title compound as a yellow gum (320 mg). Reactants: NC1=NC=NC(=C1C(=O)N)N1CCC(CC1)C=1N(C=C(N1)C1=CC(=C(C=C1)F)C(F)(F)F)C (4-amino-6-{4-[4-(4-fluoro-3-trifluoromethyl-phenyl)-1-methyl-1H-imidazol-2-yl]-piperidin-1-yl}-pyrimidine-5-carboxamide), NC1=NC=NC(=C1C#N)N1CCC(CC1)C=1N(C=C(N1)C1=CC(=CC=C1)S(=O)(=O)C)CCN1CCC1 (4-Amino-6-{4-[1-(2-azetidin-1-yl-ethyl)-4-(3-methanesulfonyl-phenyl)-1H-imidazol-2-yl]-piperidin-1-yl}-pyrimidine-5-carbonitrile). Yields the product NC1=NC=NC(=C1C(=O)N)N1CCC(CC1)C=1N(C=C(N1)C1=CC(=CC=C1)S(=O)(=O)C)CCN1CCC1 (4-Amino-6-{4-[1-(2-azetidin-1-yl-ethyl)-4-(3-methanesulfonyl-phenyl)-1H-imidazol-2-yl]-piperidin-1-yl}-pyrimidine-5-carboxylic acid amide). Reaction SMILES: NC1C(C(N)=[O:9])=C(N2CCC(C3N(C)C=C(C4C=CC(F)=C(C(F)(F)F)C=4)N=3)CC2)N=CN=1.[NH2:34][C:35]1[C:40]([C:41]#[N:42])=[C:39]([N:43]2[CH2:48][CH2:47][CH:46]([C:49]3[N:50]([CH2:64][CH2:65][N:66]4[CH2:69][CH2:68][CH2:67]4)[CH:51]=[C:52]([C:54]4[CH:59]=[CH:58][CH:57]=[C:56]([S:60]([CH3:63])(=[O:62])=[O:61])[CH:55]=4)[N:53]=3)[CH2:45][CH2:44]2)[N:38]=[CH:37][N:36]=1>>[NH2:34][C:35]1[C:40]([C:41]([NH2:42])=[O:9])=[C:39]([N:43]2[CH2:44][CH2:45][CH:46]([C:49]3[N:50]([CH2:64][CH2:65][N:66]4[CH2:67][CH2:68][CH2:69]4)[CH:51]=[C:52]([C:54]4[CH:59]=[CH:58][CH:57]=[C:56]([S:60]([CH3:63])(=[O:61])=[O:62])[CH:55]=4)[N:53]=3)[CH2:47][CH2:48]2)[N:38]=[CH:37][N:36]=1. Procedure: The title compound was prepared in an analogous manner as 4-amino-6-{4-[4-(4-fluoro-3-trifluoromethyl-phenyl)-1-methyl-1H-imidazol-2-yl]-piperidin-1-yl}-pyrimidine-5-carboxamide using 4-Amino-6-{4-[1-(2-azetidin-1-yl-ethyl)-4-(3-methanesulfonyl-phenyl)-1H-imidazol-2-yl]-piperidin-1-yl}-pyrimidine-5-carbonitrile instead of 4-amino-6-(4-{4-[4-fluoro-3-(trifluoromethyl)phenyl]-1-methyl-1H-imidazol-2-yl}piperidin-1-yl)pyrimidine-5-carbonitrile. LC-MS: (M+1=525, obsd.=525).